This data is from the Open Reaction Database (ORD), a public repository of structured organic reaction records. The task is: describe an organic reaction: reactants, conditions, products, and yield The reactants are FC(OC=1C(=C(C=CC1OC)C=1C=C2COC(C2=CC1)=O)O)F (5-(3-(difluoromethoxy)-2-hydroxy-4-methoxyphenyl)isobenzofuran-1(3H)-one), C([O-])([O-])=O.[K+].[K+] (potassium carbonate), C(C(C)C)Br (isobutylbromide). The solvent is C(C)#N (acetonitrile). Conditions: temperature 70 celsius. Yields the product FC(OC=1C(=C(C=CC1OC)C=1C=C2COC(C2=CC1)=O)OCC(C)C)F (5-(3-Difluoromethoxy-2-isobutoxy-4-methoxy-phenyl)-3H-isobenzofuran-1-one). Yield: 21.5%. As a reaction SMILES: [F:1][CH:2]([F:23])[O:3][C:4]1[C:5]([OH:22])=[C:6]([C:12]2[CH:13]=[C:14]3[C:18](=[CH:19][CH:20]=2)[C:17](=[O:21])[O:16][CH2:15]3)[CH:7]=[CH:8][C:9]=1[O:10][CH3:11].C(=O)([O-])[O-].[K+].[K+].[CH2:30](Br)[CH:31]([CH3:33])[CH3:32]>C(#N)C>[F:23][CH:2]([F:1])[O:3][C:4]1[C:5]([O:22][CH2:30][CH:31]([CH3:33])[CH3:32])=[C:6]([C:12]2[CH:13]=[C:14]3[C:18](=[CH:19][CH:20]=2)[C:17](=[O:21])[O:16][CH2:15]3)[CH:7]=[CH:8][C:9]=1[O:10][CH3:11] |f:1.2.3|. Reported procedure: To a stirring solution of 5-(3-(difluoromethoxy)-2-hydroxy-4-methoxyphenyl)isobenzofuran-1(3H)-one (80 mg, 0.246 mmol) in acetonitrile (10 mL) was added potassium carbonate (102 mg, 0.738 mmol) and isobutylbromide (67 mg, 0.492 mmol) and the resultant reaction mixture was heated to 70° C. for 16 h. The reaction mixture was cooled to RT, filtered through celite and the filtrate was concentrated under reduced pressure. The obtained residue was purified by column chromatography (silica gel, 0-30% e... The reactants are Cl.CN1C(N(C(C=C1NCCNCCCC1=CC=C(C=C1)[N+](=O)[O-])=O)C)=O (1,3-dimethyl-6-{2-[3-(4-nitrophenyl)propylamino]ethylamino}-2,4(1H,3H)-pyrimidinedione hydrochloride), Cl.CN1C(N(C(C=C1NCCNCCCC1=CC=C(C=C1)[N+](=O)[O-])=O)C)=O (1,3-dimethyl-6-{2-[3-(4-nitrophenyl)propylamino]ethylamino}-2,4(1H,3H)-pyrimidinedione hydrochloride), C([O-])([O-])=O.[K+].[K+] (potassium carbonate). The solvent is O (water). Product: CN1C(N(C(C=C1NCCN(CC1=CC=C(C=C1)OC)CCCC1=CC=C(C=C1)[N+](=O)[O-])=O)C)=O (1,3-dimethyl-6-{2-[N-(4-methoxybenzyl)-3-(4-nitrophenyl)propylamino]ethylamino}-2,4(1H,3H)-pyrimidinedione). As a reaction SMILES: Cl.[CH3:2][N:3]1[C:8]([NH:9][CH2:10][CH2:11][NH:12][CH2:13][CH2:14][CH2:15][C:16]2[CH:21]=[CH:20][C:19]([N+:22]([O-:24])=[O:23])=[CH:18][CH:17]=2)=[CH:7][C:6](=[O:25])[N:5]([CH3:26])[C:4]1=[O:27].[C:28](=[O:31])([O-])[O-].[K+].[K+]>O>[CH3:2][N:3]1[C:8]([NH:9][CH2:10][CH2:11][N:12]([CH2:13][CH2:14][CH2:15][C:16]2[CH:17]=[CH:18][C:19]([N+:22]([O-:24])=[O:23])=[CH:20][CH:21]=2)[CH2:15][C:16]2[CH:21]=[CH:20][C:19]([O:31][CH3:28])=[CH:18][CH:17]=2)=[CH:7][C:6](=[O:25])[N:5]([CH3:26])[C:4]1=[O:27] |f:0.1,2.3.4|. Procedure details: 1.4 g of 1,3-dimethyl-6-{2-[3-(4-nitrophenyl)propylamino]ethylamino}-2,4(1H,3H)-pyrimidinedione hydrochloride (Compound e) were dissolved in 5 ml of water, followed by the addition of potassium carbonate to render the solution alkaline. The solution was then extracted with chloroform. The thus-obtained chloroform solution was concentrated to dryness, followed by the addition of 0.6 g of p-methoxybenzyl bromide, 3 ml of triethylamine and 20 ml of isopropanol. The resultant mixture was heated for ...